From a dataset of the Open Reaction Database (ORD), a public repository of structured organic reaction records. describe an organic reaction: reactants, conditions, products, and yield Reactants: COc1cccc(CCBr)c1, COC(=O)C=Cc1ccc2c(c1)C(=O)CC1(CCN(C(=O)OC(C)(C)C)CC1)O2. Yields the product COC(=O)C=Cc1ccc2c(c1)C(=O)CC1(CCN(CCc3cccc(OC)c3)CC1)O2. RXN SMILES: [Br:30][CH2:31][CH2:32][c:33]1[cH:34][c:35]([O:39][CH3:40])[cH:36][cH:37][cH:38]1.[CH3:1][O:2][C:3]([CH:4]=[CH:5][c:6]1[cH:7][c:8]2[c:13]([cH:14][cH:15]1)[O:12][C:11]1([CH2:10][C:9]2=[O:28])[CH2:16][CH2:17][N:18]([C:21]([O:22][C:23]([CH3:24])([CH3:25])[CH3:26])=[O:27])[CH2:19][CH2:20]1)=[O:29]>>[CH3:1][O:2][C:3]([CH:4]=[CH:5][c:6]1[cH:7][c:8]2[c:13]([cH:14][cH:15]1)[O:12][C:11]1([CH2:10][C:9]2=[O:28])[CH2:16][CH2:17][N:18]([CH2:21][CH2:32][c:33]2[cH:34][c:35]([O:39][CH3:40])[cH:36][cH:37][cH:38]2)[CH2:19][CH2:20]1)=[O:29]. The reactants are CCOc1cc(C(C)(C)C)ncc1C1=NC(C)(c2ccc(Cl)cc2)C(C)(c2ccc(Cl)cc2)N1C(=O)N1CCC(CC(=O)O)CC1, NCCO. Yields the product CCOc1cc(C(C)(C)C)ncc1C1=NC(C)(c2ccc(Cl)cc2)C(C)(c2ccc(Cl)cc2)N1C(=O)N1CCC(CC(=O)NCCO)CC1. Reaction SMILES: [C:1]([CH3:2])([CH3:3])([CH3:4])[c:5]1[cH:6][c:7]([O:44][CH2:45][CH3:46])[c:8]([C:11]2=[N:15][C:14]([CH3:16])([c:17]3[cH:18][cH:19][c:20]([Cl:23])[cH:21][cH:22]3)[C:13]([CH3:24])([c:25]3[cH:26][cH:27][c:28]([Cl:31])[cH:29][cH:30]3)[N:12]2[C:32](=[O:33])[N:34]2[CH2:35][CH2:36][CH:37]([CH2:40][C:41](=[O:42])[OH:43])[CH2:38][CH2:39]2)[cH:9][n:10]1.[OH:47][CH2:48][CH2:49][NH2:50]>>[C:1]([CH3:2])([CH3:3])([CH3:4])[c:5]1[cH:6][c:7]([O:44][CH2:45][CH3:46])[c:8]([C:11]2=[N:15][C:14]([CH3:16])([c:17]3[cH:18][cH:19][c:20]([Cl:23])[cH:21][cH:22]3)[C:13]([CH3:24])([c:25]3[cH:26][cH:27][c:28]([Cl:31])[cH:29][cH:30]3)[N:12]2[C:32](=[O:33])[N:34]2[CH2:35][CH2:36][CH:37]([CH2:40][C:41](=[O:42])[NH:50][CH2:49][CH2:48][OH:47])[CH2:38][CH2:39]2)[cH:9][n:10]1.